describe an organic reaction: reactants, conditions, products, and yield From a dataset of the Open Reaction Database (ORD), a public repository of structured organic reaction records. Reactants: CCCCCC, C=C(C)CC(CO)C1CC=C(C)C1(C)C. Yields the product CC1=CCC(C2COC(C)(C)C2)C1(C)C. As a reaction SMILES: [CH3:16][CH2:17][CH2:18][CH2:19][CH2:20][CH3:21].[CH3:1][C:2]1([CH3:15])[CH:3]([CH:8]([CH2:9][OH:10])[CH2:11][C:12](=[CH2:13])[CH3:14])[CH2:4][CH:5]=[C:6]1[CH3:7]>>[CH3:1][C:2]1([CH3:15])[CH:3]([CH:8]2[CH2:9][O:10][C:12]([CH3:13])([CH3:14])[CH2:11]2)[CH2:4][CH:5]=[C:6]1[CH3:7]. Starting materials: COC(=O)c1cc2[nH]c(Br)c(C3CCCCC3)c2s1, O=C([O-])[O-], C=Cc1ccccc1B(O)O, [Na+], [Na+], C1COCCO1, Cl[Pd]Cl, c1ccc(P(c2ccccc2)c2ccccc2)cc1, c1ccc(P(c2ccccc2)c2ccccc2)cc1. The product is C=Cc1ccccc1-c1[nH]c2cc(C(=O)OC)sc2c1C1CCCCC1. RXN SMILES: [Br:1][c:2]1[c:3]([CH:14]2[CH2:15][CH2:16][CH2:17][CH2:18][CH2:19]2)[c:4]2[c:5]([nH:6]1)[cH:7][c:8]([C:10](=[O:11])[O:12][CH3:13])[s:9]2.[C:31](=[O:32])([O-:33])[O-:34].[CH:20](=[CH2:21])[c:22]1[c:23]([B:28]([OH:29])[OH:30])[cH:24][cH:25][cH:26][cH:27]1.[Na+:35].[Na+:36].[O:37]1[CH2:38][CH2:39][O:40][CH2:41][CH2:42]1.[Pd:43]([Cl:44])[Cl:45].[c:46]1([P:47]([c:48]2[cH:49][cH:50][cH:51][cH:52][cH:53]2)[c:54]2[cH:55][cH:56][cH:57][cH:58][cH:59]2)[cH:60][cH:61][cH:62][cH:63][cH:64]1.[c:65]1([P:66]([c:67]2[cH:68][cH:69][cH:70][cH:71][cH:72]2)[c:73]2[cH:74][cH:75][cH:76][cH:77][cH:78]2)[cH:79][cH:80][cH:81][cH:82][cH:83]1>>[c:2]1(-[c:23]2[c:22]([CH:20]=[CH2:21])[cH:27][cH:26][cH:25][cH:24]2)[c:3]([CH:14]2[CH2:15][CH2:16][CH2:17][CH2:18][CH2:19]2)[c:4]2[c:5]([nH:6]1)[cH:7][c:8]([C:10](=[O:11])[O:12][CH3:13])[s:9]2. Reactants: CC1=NC(c2ccccc2)COC1=O, ICC1CCCC1. Product: CC1(CC2CCCC2)NC(c2ccccc2)COC1=O. RXN SMILES: [CH3:1][C:2]1=[N:7][CH:6]([c:8]2[cH:9][cH:10][cH:11][cH:12][cH:13]2)[CH2:5][O:4][C:3]1=[O:14].[I:15][CH2:16][CH:17]1[CH2:18][CH2:19][CH2:20][CH2:21]1>>[CH3:1][C:2]1([CH2:16][CH:17]2[CH2:18][CH2:19][CH2:20][CH2:21]2)[C:3](=[O:14])[O:4][CH2:5][CH:6]([c:8]2[cH:9][cH:10][cH:11][cH:12][cH:13]2)[NH:7]1. The reactants are Cl.CC=1C=C(C(=O)C2(CCNCC2)C(=O)OC)C=CC1 (methyl 4-(3-methylbenzoyl)piperidine-4-carboxylate hydrochloride salt), Cl.C(#N)C1=CC=C(CN2C=NC=C2CCl)C=C1 (l-(4-cyanobenzyl)-5-chloromethylimidazole hydrochloride salt), C(C)(C)N(CC)C(C)C (diisopropylethylamine). Solvent: C(C)#N (acetonitrile). The product is C(#N)C1=CC=C(CN2C=NC=C2CN2CCC(CC2)(C(=O)OC)C(C2=CC(=CC=C2)C)=O)C=C1 (Methyl 1-[3-(4-cyanobenzyl)-3H-imidazol-4-ylmethyl]-4-(3-methylbenzoyl)piperidine-4-carboxylate). RXN SMILES: Cl.[CH3:2][C:3]1[CH:4]=[C:5]([CH:18]=[CH:19][CH:20]=1)[C:6]([C:8]1([C:14]([O:16][CH3:17])=[O:15])[CH2:13][CH2:12][NH:11][CH2:10][CH2:9]1)=[O:7].Cl.[C:22]([C:24]1[CH:37]=[CH:36][C:27]([CH2:28][N:29]2[C:33]([CH2:34]Cl)=[CH:32][N:31]=[CH:30]2)=[CH:26][CH:25]=1)#[N:23].C(N(C(C)C)CC)(C)C>C(#N)C>[C:22]([C:24]1[CH:25]=[CH:26][C:27]([CH2:28][N:29]2[C:33]([CH2:34][N:11]3[CH2:10][CH2:9][C:8]([C:6](=[O:7])[C:5]4[CH:18]=[CH:19][CH:20]=[C:3]([CH3:2])[CH:4]=4)([C:14]([O:16][CH3:17])=[O:15])[CH2:13][CH2:12]3)=[CH:32][N:31]=[CH:30]2)=[CH:36][CH:37]=1)#[N:23] |f:0.1,2.3|. Reported procedure: A solution of methyl 4-(3-methylbenzoyl)piperidine-4-carboxylate hydrochloride salt (58 mg, 0.2 mmol), l-(4-cyanobenzyl)-5-chloromethylimidazole hydrochloride salt (52 mg, 0.19 mmol), and diisopropylethylamine (174 μL, 1 mmol) in anhydrous acetonitrile (4 mL) was heated at 60° C. overnight. The resultant mixture was concentrated under vacuum, and the residue was partitioned between saturated aqueous sodium bicarbonate and ethyl acetate. The organic extract was washed with brine, dried over anhyd... Isolated yield 86.2%. Yields the product NC=1SC2=C(N1)CC(CC2=O)C (2-amino-5-methyl-5,6-dihydro-4H-benzothiazol-7-one). The reactants are CC1CC(CC(C1)=O)=O (5-Methyl-cyclohexane-1,3-dione), NC(=S)N (Thiourea), CC(=O)[O-].[Na+] (NaOAc), BrBr (Br2). Procedure details: 5-Methyl-cyclohexane-1,3-dione (70.0 g, 0.555 mol) and NaOAc (68.3 g, 0.832 mol) are suspended in AcOH (700 mL) and Br2 (88.7 g, 0.555 mol) is added drop-wise while maintaining the reaction temperature between 15 and 20° C. After complete addition, the reaction is stirred at RT overnight. Thiourea (42.2 g, 0.555 mol) is added in portions and the reaction mixture is heated to 100° C. for 1 h. After cooling to RT, the AcOH is removed in vacuo. The resulting crude product is diluted with water (1 L... The solvent is CC(=O)O (AcOH). Conditions: time 8 hour. Reaction SMILES: [CH3:1][CH:2]1[CH2:7][C:6](=[O:8])[CH2:5][C:4](=O)[CH2:3]1.CC([O-])=O.[Na+].BrBr.[NH2:17][C:18]([NH2:20])=[S:19]>CC(O)=O>[NH2:20][C:18]1[S:19][C:5]2[C:6](=[O:8])[CH2:7][CH:2]([CH3:1])[CH2:3][C:4]=2[N:17]=1 |f:1.2|. The reactants are [BH4-].[Na+] (NaBH4), B (boron hydride), [Cl-].COC=1C=C(C=CC1OC)C(CCCC1=[N+](CC2=CC(=C(C=C2C1)OC)OC)C)(C#N)C(C)C (3-[4-(3,4-dimethoxyphenyl)-4-isopropyl-4-cyanobutyl]-6,7-dimethoxy-N-methyl-1,4-dihydroisoquinolinium chloride), [BH4-].[Na+] (NaBH4), lower alkanol. Run in CO (MeOH), CO (MeOH). Reaction conditions: time 1 hour. The product is COC=1C=C(C=CC1OC)C(CCCC1N(CC2=CC(=C(C=C2C1)OC)OC)C)(C#N)C(C)C (3-[4-(3,4-dimethoxyphenyl)-4-isopropyl-4-cyanobutyl]-6,7-dimethoxy-N-methyl-1,2,3,4-tetrahydroisoquinoline). Reaction SMILES: B.[BH4-].[Na+].[Cl-].[CH3:5][O:6][C:7]1[CH:8]=[C:9]([C:15]([CH:36]([CH3:38])[CH3:37])([C:34]#[N:35])[CH2:16][CH2:17][CH2:18][C:19]2[CH2:28][C:27]3[C:22](=[CH:23][C:24]([O:31][CH3:32])=[C:25]([O:29][CH3:30])[CH:26]=3)[CH2:21][N+:20]=2[CH3:33])[CH:10]=[CH:11][C:12]=1[O:13][CH3:14]>CO>[CH3:5][O:6][C:7]1[CH:8]=[C:9]([C:15]([CH:36]([CH3:38])[CH3:37])([C:34]#[N:35])[CH2:16][CH2:17][CH2:18][CH:19]2[CH2:28][C:27]3[C:22](=[CH:23][C:24]([O:31][CH3:32])=[C:25]([O:29][CH3:30])[CH:26]=3)[CH2:21][N:20]2[CH3:33])[CH:10]=[CH:11][C:12]=1[O:13][CH3:14] |f:1.2,3.4|. Reported procedure: The dihydroisoquinolinium salt of formula 34 is then hydrogenated to produce a compound of formula 1 (step 6). This reaction is performed using a suitable hydrogenating agent, preferably a boron hydride derivative, particularly NaBH4. The solvent used is preferably a lower alkanol, particularly MeOH. The reaction is carried out at a temperature of about -10° C. to about 50° C., preferably about 0° C., over about 10 minutes to about 3 hours, preferably 1 hour. For example, 3-[4-(3,4-dimethoxyphen... Starting materials: CCOC(C)=O, COCCOC, CCOC(=O)CP(=O)(OCC)OCC, [H-], [Na+], O, O=C1c2ccccc2C(O)N1Cc1ccccc1. Yields the product CCOC(=O)CC1c2ccccc2C(=O)N1Cc1ccccc1. RXN SMILES: [CH3:22][CH2:23][O:24][C:25]([CH3:26])=[O:27].[CH3:28][O:29][CH2:30][CH2:31][O:32][CH3:33].[CH3:34][CH2:35][O:36][C:37]([CH2:38][P:39]([O:40][CH2:41][CH3:42])([O:43][CH2:44][CH3:45])=[O:46])=[O:47].[H-:1].[Na+:2].[OH2:21].[OH:3][CH:4]1[N:5]([CH2:14][c:15]2[cH:16][cH:17][cH:18][cH:19][cH:20]2)[C:6](=[O:13])[c:7]2[cH:8][cH:9][cH:10][cH:11][c:12]21>>[CH:4]1([CH2:26][C:25]([O:24][CH2:23][CH3:22])=[O:27])[N:5]([CH2:14][c:15]2[cH:16][cH:17][cH:18][cH:19][cH:20]2)[C:6](=[O:13])[c:7]2[cH:8][cH:9][cH:10][cH:11][c:12]21. Starting materials: C1(=CC=C(C=C1)CCCC(=O)N(CC)CC)C1=CC=CC=C1 (4-(4-biphenylyl)-N,N-diethyl-butyramide), Cl (hydrochloric acid). Product: C1(=CC=C(C=C1)CCCCN(CC)CC)C1=CC=CC=C1 (4-(4-biphenylyl)-N,N-diethyl-butylamine). The yield is 63.8%. RXN SMILES: [C:1]1([C:17]2[CH:22]=[CH:21][CH:20]=[CH:19][CH:18]=2)[CH:6]=[CH:5][C:4]([CH2:7][CH2:8][CH2:9][C:10]([N:12]([CH2:15][CH3:16])[CH2:13][CH3:14])=O)=[CH:3][CH:2]=1.Cl>>[C:1]1([C:17]2[CH:18]=[CH:19][CH:20]=[CH:21][CH:22]=2)[CH:2]=[CH:3][C:4]([CH2:7][CH2:8][CH2:9][CH2:10][N:12]([CH2:15][CH3:16])[CH2:13][CH3:14])=[CH:5][CH:6]=1. Reported procedure: 4-(4-biphenylyl)-N,N-diethyl-butylamine was prepared by the procedure of Example IV except that 4-(4-biphenylyl)-N,N-diethyl-butyramide (b.p. 181.3° C. -- 10.05 mm) is also convertible to a non-toxic acid addition salt by reaction with a suitable acid such as hydrochloric acid. A yield of 63.8% was obtained having an m.p. of 133.4° C. Starting materials: C(C1=CC=CC=C1)N(CCC1=C(C(=C(C=C1)OC)OC)Cl)CC(C1=C(C=CC=C1)Br)O (N-benzyl-N-[2-(2-chloro-3,4-dimethoxyphenyl)ethyl]-2-hydroxy-2-(2-bromophenyl)ethylamine). Solvent: Br (hydrobromic acid). The product is Br.ClC1=C(C(=CC=2C(CNCCC21)C2=C(C=CC=C2)Br)O)O (6-chloro-1-(2-bromophenyl)-7,8-dihydroxy-2,3,4,5-tetrahydro-1H-3-benzazepine hydrobromide). RXN SMILES: C([N:8]([CH2:22][CH:23](O)[C:24]1[CH:29]=[CH:28][CH:27]=[CH:26][C:25]=1[Br:30])[CH2:9][CH2:10][C:11]1[CH:16]=[CH:15][C:14]([O:17]C)=[C:13]([O:19]C)[C:12]=1[Cl:21])C1C=CC=CC=1>Br>[BrH:30].[Cl:21][C:12]1[C:11]2[CH2:10][CH2:9][NH:8][CH2:22][CH:23]([C:24]3[CH:29]=[CH:28][CH:27]=[CH:26][C:25]=3[Br:30])[C:16]=2[CH:15]=[C:14]([OH:17])[C:13]=1[OH:19] |f:2.3|. Procedure: A solution of 4.0 g of the above hydrochloride in 250 ml of 48% hydrobromic acid is stirred and refluxed for two hours. The reaction mixture is evaporated in vacuo to yield 6-chloro-1-(2-bromophenyl)-7,8-dihydroxy-2,3,4,5-tetrahydro-1H-3-benzazepine hydrobromide.